From a dataset of the Open Reaction Database (ORD), a public repository of structured organic reaction records. describe an organic reaction: reactants, conditions, products, and yield Starting materials: CCOCC, [Cl-], COC(=O)C1C(=O)CC(C)CC1(C)c1ccc(Cl)c(Cl)c1, [H-], [NH4+], [Na+], CCOP(=O)(Cl)OCC. The product is CCOP(=O)(OCC)OC1=C(C(=O)OC)C(C)(c2ccc(Cl)c(Cl)c2)CC(C)C1. As a reaction SMILES: [CH3:35][CH2:36][O:37][CH2:38][CH3:39].[Cl-:33].[Cl:3][c:4]1[cH:5][c:6]([C:11]2([CH3:23])[CH:12]([C:19](=[O:20])[O:21][CH3:22])[C:13](=[O:18])[CH2:14][CH:15]([CH3:17])[CH2:16]2)[cH:7][cH:8][c:9]1[Cl:10].[H-:1].[NH4+:34].[Na+:2].[P:24](=[O:25])([O:26][CH2:27][CH3:28])([O:29][CH2:30][CH3:31])[Cl:32]>>[Cl:3][c:4]1[cH:5][c:6]([C:11]2([CH3:23])[C:12]([C:19](=[O:20])[O:21][CH3:22])=[C:13]([O:18][P:24](=[O:25])([O:26][CH2:27][CH3:28])[O:29][CH2:30][CH3:31])[CH2:14][CH:15]([CH3:17])[CH2:16]2)[cH:7][cH:8][c:9]1[Cl:10]. Product: O=C1NC=2C=CC(=CC2C2=CC=CC=C12)NC(CN(CCC)CCC)=O (N-(5,6-Dihydro-6-oxo-2-phenanthridinyl)-2-(dipropylamino)-acetamide). Solvent: CN(C=O)C (N,N-dimethylformamide). Run at time 5 hour. Reported procedure: Prepared from the compound of Example 2 and dipropylamine. To a solution of 2-chloro-N-(5,6-dihydro-6-oxo-2-phenanthridinyl-acetamide (45 mg) in N,N-dimethylformamide (10 mL) was added potassium phosphate (68 mg) and dipropylamine (0.027 mL). The solution stirred at room temperature for 5 hours followed by evaporation of the solvent. The light brown product was washed with water and filtered (25 mg). 1H-NMR (300 MHz, DMSO-d6), 11.70 (br s, 1H), 9.72 (br s, 1H), 8.33 (d, J=8.0 Hz, 2H), 7.89 (m, 1... Reaction SMILES: Cl[CH2:2][C:3]([NH:5][C:6]1[CH:19]=[CH:18][C:17]2[NH:16][C:15](=[O:20])[C:14]3[C:9](=[CH:10][CH:11]=[CH:12][CH:13]=3)[C:8]=2[CH:7]=1)=[O:4].[CH2:21]([NH:24][CH2:25][CH2:26][CH3:27])[CH2:22][CH3:23].O=C1C2C(=CC=CC=2)C2C(CC(N)=O)=CC=CC=2N1.P([O-])([O-])([O-])=O.[K+].[K+].[K+]>CN(C)C=O>[O:20]=[C:15]1[C:14]2[C:9](=[CH:10][CH:11]=[CH:12][CH:13]=2)[C:8]2[CH:7]=[C:6]([NH:5][C:3](=[O:4])[CH2:2][N:24]([CH2:25][CH2:26][CH3:27])[CH2:21][CH2:22][CH3:23])[CH:19]=[CH:18][C:17]=2[NH:16]1 |f:3.4.5.6|. The reactants are ClCC(=O)NC1=CC=2C3=CC=CC=C3C(NC2C=C1)=O (2-Chloro-N-(5,6-dihydro-6-oxo-2-phenanthridinyl)acetamide), C(CC)NCCC (dipropylamine), O=C1NC=2C=CC=C(C2C2=CC=CC=C12)CC(=O)N (5,6-dihydro-6-oxo-2-phenanthridinyl-acetamide), P(=O)([O-])([O-])[O-].[K+].[K+].[K+] (potassium phosphate), C(CC)NCCC (dipropylamine).